This data is from the Open Reaction Database (ORD), a public repository of structured organic reaction records. The task is: describe an organic reaction: reactants, conditions, products, and yield Starting materials: CCOC(=O)C(CC)Cc1ccc(OC)cc1, COC(Cl)Cl, ClCCl, Cl, Cl[Sn](Cl)(Cl)Cl. Yields the product CCOC(=O)C(CC)Cc1ccc(OC)c(C=O)c1. RXN SMILES: [CH2:11]([CH3:12])[CH:13]([C:14](=[O:15])[O:16][CH2:17][CH3:18])[CH2:19][c:20]1[cH:21][cH:22][c:23]([O:26][CH3:27])[cH:24][cH:25]1.[CH3:6][O:7][CH:8]([Cl:9])[Cl:10].[Cl:29][CH2:30][Cl:31].[ClH:28].[Sn:1]([Cl:2])([Cl:3])([Cl:4])[Cl:5]>>[CH:6](=[O:7])[c:24]1[c:23]([O:26][CH3:27])[cH:22][cH:21][c:20]([CH2:19][CH:13]([CH2:11][CH3:12])[C:14](=[O:15])[O:16][CH2:17][CH3:18])[cH:25]1. Reactants: CC(C)(C)OC(=O)N1CCOc2c(Br)cccc2C1, COc1ccccc1B(O)O, CCO, Cc1ccccc1, [Na+], [Na+], O=C([O-])[O-], O, c1ccc(P(c2ccccc2)(c2ccccc2)[Pd](P(c2ccccc2)(c2ccccc2)c2ccccc2)(P(c2ccccc2)(c2ccccc2)c2ccccc2)P(c2ccccc2)(c2ccccc2)c2ccccc2)cc1. Yields the product COc1ccccc1-c1cccc2c1OCCN(C(=O)OC(C)(C)C)C2. As a reaction SMILES: [Br:1][c:2]1[cH:3][cH:4][cH:5][c:6]2[c:12]1[O:11][CH2:10][CH2:9][N:8]([C:13](=[O:14])[O:15][C:16]([CH3:17])([CH3:18])[CH3:19])[CH2:7]2.[CH3:20][O:21][c:22]1[c:23]([B:28]([OH:29])[OH:30])[cH:24][cH:25][cH:26][cH:27]1.[CH3:32][CH2:33][OH:34].[CH3:41][c:42]1[cH:43][cH:44][cH:45][cH:46][cH:47]1.[Na+:35].[Na+:36].[O-:37][C:38](=[O:39])[O-:40].[OH2:31].[cH:48]1[cH:49][cH:50][c:51]([P:52]([Pd:53]([P:54]([c:55]2[cH:56][cH:57][cH:58][cH:59][cH:60]2)([c:61]2[cH:62][cH:63][cH:64][cH:65][cH:66]2)[c:67]2[cH:68][cH:69][cH:70][cH:71][cH:72]2)([P:73]([c:74]2[cH:75][cH:76][cH:77][cH:78][cH:79]2)([c:80]2[cH:81][cH:82][cH:83][cH:84][cH:85]2)[c:86]2[cH:87][cH:88][cH:89][cH:90][cH:91]2)[P:92]([c:93]2[cH:94][cH:95][cH:96][cH:97][cH:98]2)([c:99]2[cH:100][cH:101][cH:102][cH:103][cH:104]2)[c:105]2[cH:106][cH:107][cH:108][cH:109][cH:110]2)([c:111]2[cH:112][cH:113][cH:114][cH:115][cH:116]2)[c:117]2[cH:118][cH:119][cH:120][cH:121][cH:122]2)[cH:123][cH:124]1>>[c:2]1(-[c:23]2[c:22]([O:21][CH3:20])[cH:27][cH:26][cH:25][cH:24]2)[cH:3][cH:4][cH:5][c:6]2[c:12]1[O:11][CH2:10][CH2:9][N:8]([C:13](=[O:14])[O:15][C:16]([CH3:17])([CH3:18])[CH3:19])[CH2:7]2. The reactants are C(C)OC(=O)C1=C(C2=C(C(=N1)Br)N=C(S2)C(C)(C)C)O (4-bromo-2-tert-butyl-7-hydroxy-thiazolo[4,5-c]pyridine-6-carboxylic acid ethyl ester), C(CCC)[Sn](C1=CC=CC=C1)(CCCC)CCCC (tributylphenyl tin). The product is C(C)OC(=O)C1=C(C2=C(C(=N1)C1=CC=CC=C1)N=C(S2)C(C)(C)C)O (2-tert-Butyl-7-hydroxy-4-phenyl-thiazolo[4,5-c]pyridine-6-carboxylic acid ethyl ester). RXN SMILES: [CH2:1]([O:3][C:4]([C:6]1[N:11]=[C:10](Br)[C:9]2[N:13]=[C:14]([C:16]([CH3:19])([CH3:18])[CH3:17])[S:15][C:8]=2[C:7]=1[OH:20])=[O:5])[CH3:2].C([Sn](CCCC)(CCCC)[C:26]1[CH:31]=[CH:30][CH:29]=[CH:28][CH:27]=1)CCC>>[CH2:1]([O:3][C:4]([C:6]1[N:11]=[C:10]([C:26]2[CH:31]=[CH:30][CH:29]=[CH:28][CH:27]=2)[C:9]2[N:13]=[C:14]([C:16]([CH3:19])([CH3:18])[CH3:17])[S:15][C:8]=2[C:7]=1[OH:20])=[O:5])[CH3:2]. Procedure details: The title compound was prepared from 4-bromo-2-tert-butyl-7-hydroxy-thiazolo[4,5-c]pyridine-6-carboxylic acid ethyl ester and tributylphenyl tin under conditions analogous to the experimental procedure found in example 169(a). MS (ESI+): m/z 412.0 (M+1). Reactants: C(C)(C)(C)OC(NCC(C)(C)C1=CC=C(C=C1)C(NCCC=1C=C2C(=CNC2=CC1)C#N)=O)=O ((2-[4-[2-(3-cyano-1H-indol-5-yl)-ethylcarbamoyl]-phenyl]-2-methyl-propyl)-carbamic acid tert-butyl ester), C(=O)(C(F)(F)F)O (TFA), O (Water). Run in C(Cl)Cl (CH2Cl2). Run at time 2 hour. Yields the product NCC(C)(C)C1=CC=C(C(=O)NCCC=2C=C3C(=CNC3=CC2)C#N)C=C1 (4-[2-amino-1,1-dimethyl-ethyl]-N-[2-(3-cyano-1H-indol-5-yl)-ethyl]-benzamide). Yield: 89.7%. Reaction SMILES: C(OC(=O)[NH:7][CH2:8][C:9]([C:12]1[CH:17]=[CH:16][C:15]([C:18](=[O:33])[NH:19][CH2:20][CH2:21][C:22]2[CH:23]=[C:24]3[C:28](=[CH:29][CH:30]=2)[NH:27][CH:26]=[C:25]3[C:31]#[N:32])=[CH:14][CH:13]=1)([CH3:11])[CH3:10])(C)(C)C.C(O)(C(F)(F)F)=O.O>C(Cl)Cl>[NH2:7][CH2:8][C:9]([C:12]1[CH:13]=[CH:14][C:15]([C:18]([NH:19][CH2:20][CH2:21][C:22]2[CH:23]=[C:24]3[C:28](=[CH:29][CH:30]=2)[NH:27][CH:26]=[C:25]3[C:31]#[N:32])=[O:33])=[CH:16][CH:17]=1)([CH3:11])[CH3:10]. Procedure details: To a solution of (2-[4-[2-(3-cyano-1H-indol-5-yl)-ethylcarbamoyl]-phenyl]-2-methyl-propyl)-carbamic acid tert-butyl ester (1.16 g, 2.5 mmol) (prepared using the procedure of reference example 1w) in CH2Cl2 (8 ml) was added TFA (1.6 ml) and the reaction stirred 2 hrs. Water (50 μL) was add-ed and the reaction concentrated under reduced pressure. The residue was purified by flash chromatography (eluting with 10% 7M NH3 in CH3OH/CH2Cl2) to give 808 mg of product. MS (ion spray) m/z 361 (M+H)+.